This data is from the Open Reaction Database (ORD), a public repository of structured organic reaction records. The task is: describe an organic reaction: reactants, conditions, products, and yield Starting materials: O=C=Nc1ccc(Cl)c(C(F)(F)F)c1, CC(C)(C)OC(=O)C1CSC(c2ccccc2)N1C(=O)CN. Product: CC(C)(C)OC(=O)C1CSC(c2ccccc2)N1C(=O)CNC(=O)Nc1ccc(Cl)c(C(F)(F)F)c1. RXN SMILES: [Cl:23][c:24]1[c:25]([C:33]([F:34])([F:35])[F:36])[cH:26][c:27]([N:30]=[C:31]=[O:32])[cH:28][cH:29]1.[NH2:1][CH2:2][C:3](=[O:4])[N:5]1[CH:6]([c:17]2[cH:18][cH:19][cH:20][cH:21][cH:22]2)[S:7][CH2:8][CH:9]1[C:10](=[O:11])[O:12][C:13]([CH3:14])([CH3:15])[CH3:16]>>[NH:1]([CH2:2][C:3](=[O:4])[N:5]1[CH:6]([c:17]2[cH:18][cH:19][cH:20][cH:21][cH:22]2)[S:7][CH2:8][CH:9]1[C:10](=[O:11])[O:12][C:13]([CH3:14])([CH3:15])[CH3:16])[C:31]([NH:30][c:27]1[cH:26][c:25]([C:33]([F:34])([F:35])[F:36])[c:24]([Cl:23])[cH:29][cH:28]1)=[O:32]. Starting materials: ClC=1C=C(/C=C/C(=O)Cl)C=CC1 (Trans 3-chlorocinnamoyl chloride), C(C)N (ethylamine). Run in CCOCC (ether), C1=CC=CC=C1 (benzene). Yields the product ClC=1C=C(/C=C/C(=O)NCC)C=CC1 (Trans 3-chloro-N-ethylcinnamamide). As a reaction SMILES: [Cl:1][C:2]1[CH:3]=[C:4]([CH:10]=[CH:11][CH:12]=1)/[CH:5]=[CH:6]/[C:7](Cl)=[O:8].[CH2:13]([NH2:15])[CH3:14]>C1C=CC=CC=1.CCOCC>[Cl:1][C:2]1[CH:3]=[C:4]([CH:10]=[CH:11][CH:12]=1)/[CH:5]=[CH:6]/[C:7]([NH:15][CH2:13][CH3:14])=[O:8]. Reported procedure: Trans 3-chlorocinnamoyl chloride (4.4 g) in dry benzene (75 ml) was allowed to react with an excess of ethylamine in dry ether (75 ml) according to the procedure of Example 2. Trans 3-chloro-N-ethylcinnamamide, m.p. 87°-88° C, was obtained which had NMR, IR, and elemental analysis consistent with this structure. Reactants: O=C1CCC2(CC1)OCCO2, CCO, CCOC=O, [H-], [Na+], C1CCOC1. Product: O=C1CCC2(CC1=CO)OCCO2. Reaction SMILES: [CH2:1]1[CH2:2][O:3][C:4]2([CH2:5][CH2:6][C:7](=[O:10])[CH2:8][CH2:9]2)[O:11]1.[CH3:19][CH2:20][OH:21].[CH:14](=[O:15])[O:16][CH2:17][CH3:18].[H-:12].[Na+:13].[O:22]1[CH2:23][CH2:24][CH2:25][CH2:26]1>>[CH2:1]1[CH2:2][O:3][C:4]2([CH2:5][CH2:6][C:7](=[O:10])[C:8](=[CH:14][OH:15])[CH2:9]2)[O:11]1. Starting materials: O=C([O-])O, O=C(Cl)c1ccccc1, CCOC(C)=O, Nc1ccc(Cl)cc1O, [Na+], O. Product: O=C(Nc1ccc(Cl)cc1O)c1ccccc1. Reaction SMILES: [C:10](=[O:11])([OH:12])[O-:13].[C:15]([c:16]1[cH:17][cH:18][cH:19][cH:20][cH:21]1)(=[O:22])[Cl:23].[CH3:24][CH2:25][O:26][C:27]([CH3:28])=[O:29].[NH2:1][c:2]1[c:3]([OH:9])[cH:4][c:5]([Cl:8])[cH:6][cH:7]1.[Na+:14].[OH2:30]>>[NH:1]([c:2]1[c:3]([OH:9])[cH:4][c:5]([Cl:8])[cH:6][cH:7]1)[C:15]([c:16]1[cH:17][cH:18][cH:19][cH:20][cH:21]1)=[O:22]. The reactants are S1C=NC2=C1C=C(C=C2)NC2=CC(=C(C=N2)C=2SC=C(N2)C(=O)OCC)NC(C)C (ethyl 2-(6-(benzo[d]thiazol-6-ylamino)-4-(isopropylamino)pyridin-3-yl)thiazole-4-carboxylate), N (ammonia). The solvent is CO (methanol). Conditions: temperature 80 celsius. Product: S1C=NC2=C1C=C(C=C2)NC2=CC(=C(C=N2)C=2SC=C(N2)C(=O)N)NC(C)C (2-(6-(benzo[d]thiazol-6-ylamino)-4-(isopropylamino)pyridin-3-yl)thiazole-4-carboxamide). Reaction SMILES: [S:1]1[C:5]2[CH:6]=[C:7]([NH:10][C:11]3[N:16]=[CH:15][C:14]([C:17]4[S:18][CH:19]=[C:20]([C:22]([O:24]CC)=O)[N:21]=4)=[C:13]([NH:27][CH:28]([CH3:30])[CH3:29])[CH:12]=3)[CH:8]=[CH:9][C:4]=2[N:3]=[CH:2]1.[NH3:31]>CO>[S:1]1[C:5]2[CH:6]=[C:7]([NH:10][C:11]3[N:16]=[CH:15][C:14]([C:17]4[S:18][CH:19]=[C:20]([C:22]([NH2:31])=[O:24])[N:21]=4)=[C:13]([NH:27][CH:28]([CH3:29])[CH3:30])[CH:12]=3)[CH:8]=[CH:9][C:4]=2[N:3]=[CH:2]1. Reported procedure: The ethyl 2-(6-(benzo[d]thiazol-6-ylamino)-4-(isopropylamino)pyridin-3-yl)thiazole-4-carboxylate (Example 20) (200 mg, 0.455 mmol) was taken in a sealed tube, to it methanol (2 mL) was added, followed by addition of methanolic ammonia (10 mL). The reaction mixture was heated at 80° C. for 3 h. The reaction mixture was concentrated. The crude material was purified by column chromatography through silica gel and MeOH: CHCl3 as eluent. The material obtained was further purified on preparative TLC t... The reactants are BrC1CCCCC1 (bromocylcohexane), C1(O)=CC(O)=CC=C1 (resorcinol), C([O-])([O-])=O.[K+].[K+] (potassium carbonate), O (water). Solvent: CN(C)C=O (N,N-dimethylformaldehyde), CS(=O)C (dimethyl sulfoxide). Conditions: temperature 80 celsius. Product: C1(CCCCC1)OC1=C(C=CC=C1)O (Cyclohexyloxyphenol). The yield is 23.0%. As a reaction SMILES: [C:1]1([CH:8]=[CH:7][CH:6]=[C:4]([OH:5])[CH:3]=1)O.[C:9](=[O:12])([O-])[O-].[K+].[K+].O.Br[CH:17]1[CH2:22][CH2:21]C[CH2:19][CH2:18]1>CS(C)=O.CN(C=O)C>[CH:9]1([O:12][C:3]2[CH:1]=[CH:8][CH:7]=[CH:6][C:4]=2[OH:5])[CH2:21][CH2:22][CH2:17][CH2:18][CH2:19]1 |f:1.2.3|. Procedure: Under a nitrogen gas stream, resorcinol (55 g, 0.5 mol), potassium carbonate (207 g, 1.5 mol), water (25 ml, 1.4 mol) and N,N-dimethylformaldehyde (500 ml) were charged to a four necked flask (2 L) sufficiently dried, substituted with nitrogen, and equipped with a dropping funnel, Dimroth condenser tube, thermometer and stirring blade, so as to prepare a dimethylformaldehyde solution. Next, bromocylcohexane (408 g, 2.5 mol) was dropped through the dropping funnel for 10 minutes at room temperatu... Starting materials: 26(a), O (water), O=C(CC(=O)OCC)CCCCCCCCCCCCCCC (ethyl 3-oxostearate), C(CO)O (ethylene glycol). Reagents/catalysts: C12(C(=O)CC(CC1)C2(C)C)CS(=O)(=O)O (camphorsulfonic acid). Run in C1(=CC=CC=C1)C (toluene). Yields the product C1OC(CC(=O)OCC)(CCCCCCCCCCCCCCC)OC1 (ethyl 3,3-ethylenedioxystearate). Isolated yield 61.4%. RXN SMILES: [O:1]=[C:2]([CH2:9][CH2:10][CH2:11][CH2:12][CH2:13][CH2:14][CH2:15][CH2:16][CH2:17][CH2:18][CH2:19][CH2:20][CH2:21][CH2:22][CH3:23])[CH2:3][C:4]([O:6][CH2:7][CH3:8])=[O:5].[CH2:24](O)[CH2:25][OH:26].O>C1(C)C=CC=CC=1.C12(CS(O)(=O)=O)C(C)(C)C(CC1)CC2=O>[CH2:24]1[CH2:25][O:26][C:2]([CH2:9][CH2:10][CH2:11][CH2:12][CH2:13][CH2:14][CH2:15][CH2:16][CH2:17][CH2:18][CH2:19][CH2:20][CH2:21][CH2:22][CH3:23])([CH2:3][C:4]([O:6][CH2:7][CH3:8])=[O:5])[O:1]1. Reported procedure: 26(a) A solution of 42.57 g of ethyl 3-oxostearate (prepared as described in Preparation 25). 9.71 g of ethylene glycol and 1 g of camphorsulfonic acid in 200 ml of toluene was heated under reflux for 24 hours, and the water produced was removed through a side arm attached to a water separator. The mixture was allowed to cool, and then washed, in turn, with a saturated aqueous solution of sodium bicarbonate and with water. It was then dried and concentrated by evaporation under reduced pressure,...